Dataset: the Open Reaction Database (ORD), a public repository of structured organic reaction records. Task: describe an organic reaction: reactants, conditions, products, and yield Reactants: BrC=1C(=NC(=NC1)OC(C)(C)C)OC(C)(C)C (5-bromo-2,4-bis(1,1-dimethylethoxy)pyrimidine), C1=CC=CC=2C(C3=C(CCC21)C=CC=C3)=O (10,11-dihydro-5H-dibenzo[a,d]cyclohepten-5-one). Yields the product C1=CC=CC=2C(C3=C(CCC21)C=CC=C3)C=3C(NC(NC3)=O)=O (5-[10,11-Dihydro-5H-dibenzo[a,d]cyclohepten-5-yl]-2,4(1H,3H)-pyrimidinedione). As a reaction SMILES: Br[C:2]1[C:3]([O:13]C(C)(C)C)=[N:4][C:5]([O:8]C(C)(C)C)=[N:6][CH:7]=1.[CH:18]1[C:28]2[CH2:27][CH2:26][C:25]3[CH:29]=[CH:30][CH:31]=[CH:32][C:24]=3[C:23](=O)[C:22]=2[CH:21]=[CH:20][CH:19]=1>>[CH:29]1[C:25]2[CH2:26][CH2:27][C:28]3[CH:18]=[CH:19][CH:20]=[CH:21][C:22]=3[CH:23]([C:2]3[C:3](=[O:13])[NH:4][C:5](=[O:8])[NH:6][CH:7]=3)[C:24]=2[CH:32]=[CH:31][CH:30]=1. Procedure details: The subtitle compound was prepared from 5-bromo-2,4-bis(1,1-dimethylethoxy)pyrimidine (example step(i)) (3.5 g) and 10,11-dihydro-5H-dibenzo[a,d]cyclohepten-5-one (2.41 g) according to the method of example 1 step (iii). Purification was by chromatography eluting with 2% ethanol in dichloromethane. Yield 2.17 g. Used directly in the next step. Starting materials: C(C)[C@]1(CC(OCC=2C(N3CC=4C(=NC=5C=C(C=CC5C4)F)C3=CC21)=O)=O)O ((5R)-5-ethyl-9-fluoro-5-hydroxy-4,5,13,15-tetrahydro-1H,3H-oxepino[3′,4′:6,7]indolizino[1,2-b]quinoline-3,15-dione), CC(CCC=O)C (4-methylpentanal). Product: C(C)[C@]1(CC(OCC=2C(N3CC=4C(=NC=5C=C(C=CC5C4CCC(C)C)F)C3=CC21)=O)=O)O ((5R)-5-ethyl-9-fluoro-5-hydroxy-12-isopentyl-4,5,13,15-tetrahydro-1H,3H-oxepino[3′,4′:6,7]indolizino[1,2-b]quinoline-3,15-dione). RXN SMILES: [CH2:1]([C@:3]1([OH:28])[C:25]2[CH:24]=[C:23]3[N:10]([CH2:11][C:12]4[C:13]3=[N:14][C:15]3[CH:16]=[C:17]([F:22])[CH:18]=[CH:19][C:20]=3[CH:21]=4)[C:9](=[O:26])[C:8]=2[CH2:7][O:6][C:5](=[O:27])[CH2:4]1)[CH3:2].[CH3:29][CH:30]([CH3:35])[CH2:31][CH2:32]C=O>>[CH2:1]([C@:3]1([OH:28])[C:25]2[CH:24]=[C:23]3[N:10]([CH2:11][C:12]4[C:13]3=[N:14][C:15]3[CH:16]=[C:17]([F:22])[CH:18]=[CH:19][C:20]=3[C:21]=4[CH2:32][CH2:31][CH:30]([CH3:35])[CH3:29])[C:9](=[O:26])[C:8]=2[CH2:7][O:6][C:5](=[O:27])[CH2:4]1)[CH3:2]. Procedure: The product of Example 84 is treated with 4-methylpentanal according to a procedure similar to Stage 95e in order to produce the expected solid. Reactants: COC1=CC(=NC=C1)CCC1=NC=2C(=NC=C(C2)I)N1 (2-[2-(4-methoxypyridin-2-yl)ethyl]-6iodo-3H-imidazo[4,5-b]pyridine), COC1=CC(=NC=C1)CCC1=NC=2C(=NC=C(C2)I)N1 (2-[2-(4-methoxypyridin-2-yl)ethyl]-6iodo-3H-imidazo[4,5-b]pyridine), C([O-])([O-])=O.[K+].[K+] (potassium carbonate), [Cl-].[Li+] (lithium chloride), BrC1=CC=C(C=C1)S(=O)(=O)N1CCN(CCC1)C (1-(4-bromo-benzene-sulfonyl)-4-methyl-[1,4]diazepane), (pinacoalato)-diboron, [1,1′-bis(diphenyl-phosphino)ferrocene]palladium-dichloride, C(C)(=O)[O-].[K+] (potassium acetate). The reagents and catalysts are [Pd].C1(=CC=CC=C1)P(C1=CC=CC=C1)C1=CC=CC=C1.C1(=CC=CC=C1)P(C1=CC=CC=C1)C1=CC=CC=C1.C1(=CC=CC=C1)P(C1=CC=CC=C1)C1=CC=CC=C1.C1(=CC=CC=C1)P(C1=CC=CC=C1)C1=CC=CC=C1 (tetrakis(triphenylphosphine)-palladium(0)), C1(=CC=CC=C1)P([C-]1C=CC=C1)C1=CC=CC=C1.[C-]1(C=CC=C1)P(C1=CC=CC=C1)C1=CC=CC=C1.[Fe+2] (1,1′-bis-(diphenylphosphino)-ferrocene). The solvent is O (water), O (water), O1CCOCC1 (dioxane), O1CCOCC1 (dioxane). Reaction conditions: temperature 85 celsius. The product is COC1=CC(=NC=C1)CCC1=NC=2C(=NC=C(C2)C2=CC=C(C=C2)S(=O)(=O)N2CCN(CCC2)C)N1 (2-[2-(4Methoxypyridin-2-yl)ethyl]-6-[4-(4-methyl-[1,4]diazepan-1-yl-sulfonyl)-phenyl]-3H-imidazo[4,5-b]pyridine). Isolated yield 55.6%. RXN SMILES: Br[C:2]1[CH:7]=[CH:6][C:5]([S:8]([N:11]2[CH2:17][CH2:16][CH2:15][N:14]([CH3:18])[CH2:13][CH2:12]2)(=[O:10])=[O:9])=[CH:4][CH:3]=1.C([O-])(=O)C.[K+].[CH3:24][O:25][C:26]1[CH:31]=[CH:30][N:29]=[C:28]([CH2:32][CH2:33][C:34]2[NH:43][C:37]3=[N:38][CH:39]=[C:40](I)[CH:41]=[C:36]3[N:35]=2)[CH:27]=1.C(=O)([O-])[O-].[K+].[K+].[Cl-].[Li+]>O1CCOCC1.O.C1(P(C2C=CC=CC=2)[C-]2C=CC=C2)C=CC=CC=1.[C-]1(P(C2C=CC=CC=2)C2C=CC=CC=2)C=CC=C1.[Fe+2].[Pd].C1(P(C2C=CC=CC=2)C2C=CC=CC=2)C=CC=CC=1.C1(P(C2C=CC=CC=2)C2C=CC=CC=2)C=CC=CC=1.C1(P(C2C=CC=CC=2)C2C=CC=CC=2)C=CC=CC=1.C1(P(C2C=CC=CC=2)C2C=CC=CC=2)C=CC=CC=1>[CH3:24][O:25][C:26]1[CH:31]=[CH:30][N:29]=[C:28]([CH2:32][CH2:33][C:34]2[NH:43][C:37]3=[N:38][CH:39]=[C:40]([C:2]4[CH:7]=[CH:6][C:5]([S:8]([N:11]5[CH2:17][CH2:16][CH2:15][N:14]([CH3:18])[CH2:13][CH2:12]5)(=[O:10])=[O:9])=[CH:4][CH:3]=4)[CH:41]=[C:36]3[N:35]=2)[CH:27]=1 |f:1.2,4.5.6,7.8,11.12.13,14.15.16.17.18|. Procedure: A mixture of 0.5 g of 1-(4-bromo-benzene-sulfonyl)-4-methyl-[1,4]diazepane, 0.42 g of bis-(pinacoalato)-diboron, 0.025 g of 1,1′-bis-(diphenylphosphino)-ferrocene, 0.033 g of [1,1′-bis(diphenyl-phosphino)ferrocene]palladium-dichloride (complex with CH2Cl2), 0.442 g of potassium acetate in 6 ml of degassed dioxane are heated to 85° C. in a sealed tube under N2 for 17 hours. To the resulting mixture 5 ml of degassed dioxane, 0.371 g of 2-[2-(4-methoxypyridin-2-yl)ethyl]-6-iodo-3H-imidazo[4,5-b]pyr... Starting materials: [Br-].C[N+]1(C(CCCC1)C)CCC (1,2-Dimethyl-1-propylpiperidinium bromide), [N-](S(=O)(=O)C(F)(F)F)S(=O)(=O)C(F)(F)F.[Li+] (lithium bis(trifluoromethanesulfonyl)imide). The solvent is O (water), O (water). Yields the product [N-](S(=O)(=O)C(F)(F)F)S(=O)(=O)C(F)(F)F.C[N+]1(C(CCCC1)C)CCC (1,2-dimethyl-1-propylpiperidinium bis(trifluoromethanesulfonyl)imide). Yield: 95.5%. Reaction SMILES: [Br-].[CH3:2][N+:3]1([CH2:10][CH2:11][CH3:12])[CH2:8][CH2:7][CH2:6][CH2:5][CH:4]1[CH3:9].[N-:13]([S:21]([C:24]([F:27])([F:26])[F:25])(=[O:23])=[O:22])[S:14]([C:17]([F:20])([F:19])[F:18])(=[O:16])=[O:15].[Li+]>O>[N-:13]([S:14]([C:17]([F:20])([F:18])[F:19])(=[O:16])=[O:15])[S:21]([C:24]([F:27])([F:26])[F:25])(=[O:23])=[O:22].[CH3:2][N+:3]1([CH2:10][CH2:11][CH3:12])[CH2:8][CH2:7][CH2:6][CH2:5][CH:4]1[CH3:9] |f:0.1,2.3,5.6|. Procedure details: 1,2-Dimethyl-1-propylpiperidinium bromide (5.3 g, 22 mmol) and lithium bis(trifluoromethanesulfonyl)imide (7.09 g, 25 mmol) were mixed and stirred in pure water, so that a room-temperature ionic liquid which is insoluble in water was obtained immediately. The obtained room-temperature ionic liquid was extracted with methylene chloride and then washed with pure water six times and dried in vacuum at 100° C.; thus, 1,2-dimethyl-1-propylpiperidinium bis(trifluoromethanesulfonyl)imide (9.37 g, 21 mm... The reactants are FC=1C=C(C2=C(C1)C1(C(NC(S1)=O)=O)CCO2)N ((±)-6-fluoro-8-amino-2,3-dihydrospiro[4H-1-benzopyran-4,5'-thiazolidine]-2',4'-dione), C(CCCCCCCCCC)(=O)Cl (undecanoyl chloride). Run in N1=CC=CC=C1 (pyridine). Run at time 6 hour. Product: FC=1C=C(C2=C(C1)C1(C(NC(S1)=O)=O)CCO2)NC(CCCCCCCCCC)=O ((±)-6-fluoro-8-undecylamido-2,3-dihydrospiro[4H-1-benzopyran-4,5'-thiazolidine]-2',4'-dione). Reaction SMILES: [F:1][C:2]1[CH:3]=[C:4]([NH2:18])[C:5]2[O:17][CH2:16][CH2:15][C:8]3([S:12][C:11](=[O:13])[NH:10][C:9]3=[O:14])[C:6]=2[CH:7]=1.[C:19](Cl)(=[O:30])[CH2:20][CH2:21][CH2:22][CH2:23][CH2:24][CH2:25][CH2:26][CH2:27][CH2:28][CH3:29]>N1C=CC=CC=1>[F:1][C:2]1[CH:3]=[C:4]([NH:18][C:19](=[O:30])[CH2:20][CH2:21][CH2:22][CH2:23][CH2:24][CH2:25][CH2:26][CH2:27][CH2:28][CH3:29])[C:5]2[O:17][CH2:16][CH2:15][C:8]3([S:12][C:11](=[O:13])[NH:10][C:9]3=[O:14])[C:6]=2[CH:7]=1. Procedure: 161 mg of (±)-6-fluoro-8-amino-2,3-dihydrospiro[4H-1-benzopyran-4,5'-thiazolidine]-2',4'-dione were dissolved in 3.5 ml of pyridine and esterified with 135 mg of undecanoyl chloride. After stirring at room temperature for 6 hours, the majority of the pyridine was removed in vacuo, the residue was extracted with three portions of ethyl acetate and two portions of 1N hydrochloric acid, the organic phases were washed neutral with water and with saturated sodium chloride solution, dried with sodium ... Reactants: CCOC(=O)c1ccc(NC(=O)C(C2CCCCC2)n2c(-c3ccc(Cl)cc3)nc3cc(F)c(F)cc32)cc1, COC(=O)c1cc(F)c(N)c(F)c1, O=C(O)C(C1CCCCC1)n1c(-c2ccc(Cl)cc2)nc2cc(F)c(F)cc21, c1ccncc1. Yields the product COC(=O)c1cc(F)c(NC(=O)C(C2CCCCC2)n2c(-c3ccc(Cl)cc3)nc3cc(F)c(F)cc32)c(F)c1. RXN SMILES: [CH2:1]([O:2][C:3](=[O:4])[c:5]1[cH:6][cH:7][c:8]([NH:9][C:12]([CH:13]([CH:14]2[CH2:15][CH2:16][CH2:17][CH2:18][CH2:19]2)[n:20]2[c:21](-[c:31]3[cH:32][cH:33][c:34]([Cl:37])[cH:35][cH:36]3)[n:22][c:23]3[c:24]2[cH:25][c:26]([F:30])[c:27]([F:29])[cH:28]3)=[O:38])[cH:10][cH:11]1)[CH3:39].[CH3:68][O:69][C:70]([c:71]1[cH:72][c:73]([F:79])[c:74]([NH2:78])[c:75]([F:77])[cH:76]1)=[O:80].[Cl:40][c:41]1[cH:42][cH:43][c:44](-[c:45]2[n:46]([CH:47]([CH:48]3[CH2:49][CH2:50][CH2:51][CH2:52][CH2:53]3)[C:54]([OH:55])=[O:56])[c:57]3[cH:58][c:59]([F:60])[c:61]([F:62])[cH:63][c:64]3[n:65]2)[cH:66][cH:67]1.[cH:81]1[cH:82][cH:83][n:84][cH:85][cH:86]1>>[C:12]([CH:13]([CH:14]1[CH2:15][CH2:16][CH2:17][CH2:18][CH2:19]1)[n:20]1[c:21](-[c:31]2[cH:32][cH:33][c:34]([Cl:37])[cH:35][cH:36]2)[n:22][c:23]2[c:24]1[cH:25][c:26]([F:30])[c:27]([F:29])[cH:28]2)(=[O:38])[NH:78][c:74]1[c:73]([F:79])[cH:72][c:71]([C:70]([O:69][CH3:68])=[O:80])[cH:76][c:75]1[F:77]. Starting materials: O=C([O-])O, ClCCl, ClC(Cl)Cl, [Cl-], OCC1COCC(c2ccc(Cl)cc2)N1, O=C(Cl)OCC1c2ccccc2-c2ccccc21, [NH4+], [Na+]. The product is O=C(OCC1c2ccccc2-c2ccccc21)N1C(CO)COCC1c1ccc(Cl)cc1. Reaction SMILES: [C:34](=[O:35])([OH:36])[O-:37].[CH2:41]([Cl:42])[Cl:43].[CH:44]([Cl:45])([Cl:46])[Cl:47].[Cl-:39].[Cl:19][c:20]1[cH:21][cH:22][c:23]([CH:26]2[NH:27][CH:28]([CH2:32][OH:33])[CH2:29][O:30][CH2:31]2)[cH:24][cH:25]1.[Cl:1][C:2](=[O:3])[O:4][CH2:5][CH:6]1[c:7]2[cH:8][cH:9][cH:10][cH:11][c:12]2-[c:13]2[cH:14][cH:15][cH:16][cH:17][c:18]21.[NH4+:40].[Na+:38]>>[C:2](=[O:3])([O:4][CH2:5][CH:6]1[c:7]2[cH:8][cH:9][cH:10][cH:11][c:12]2-[c:13]2[cH:14][cH:15][cH:16][cH:17][c:18]21)[N:27]1[CH:26]([c:23]2[cH:22][cH:21][c:20]([Cl:19])[cH:25][cH:24]2)[CH2:31][O:30][CH2:29][CH:28]1[CH2:32][OH:33].